This data is from the Open Reaction Database (ORD), a public repository of structured organic reaction records. The task is: describe an organic reaction: reactants, conditions, products, and yield Starting materials: CC(C)CC[NH-], CO, CCCSC, Cl, C1CCOC1. Product: CSCCCNCCC(C)C. Reaction SMILES: [CH2:1]([CH2:2][CH:3]([CH3:4])[CH3:5])[NH-:6].[CH3:18][OH:19].[CH3:7][S:8][CH2:9][CH2:10][CH3:11].[ClH:12].[O:13]1[CH2:14][CH2:15][CH2:16][CH2:17]1>>[CH2:1]([CH2:2][CH:3]([CH3:4])[CH3:5])[NH:6][CH2:11][CH2:10][CH2:9][S:8][CH3:7]. Reactants: C(C)(=O)O (acetic acid), N[C@H](C(C)(C)C)C(=O)O (D-tert-leucine), [BH4-].[Na+] (sodium borohydride), CC1=CC2=C(NC(C(C(S2)C2=CC=C(C=C2)C)=O)=O)C=C1 (8-methyl-2-(4-methyl-phenyl)-1,5-benzothiazepine-3,4(2H,5H)-dione). Run in O1CCCC1 (tetrahydrofuran), O1CCCC1 (tetrahydrofuran). Conditions: temperature -10 celsius, time 17 hour. Yields the product O[C@H]1[C@H](SC2=C(NC1=O)C=CC(=C2)C)C2=CC=C(C=C2)C ((2R,3R)-3-hydroxy-8-methyl-2-(4-methylphenyl)-2,3-dihydro-1,5-benzothiazepin-4(5H)-one). Yield: 93.6%. As a reaction SMILES: N[C@@H](C(O)=O)C(C)(C)C.[BH4-].[Na+].[CH3:12][C:13]1[CH:32]=[CH:31][C:16]2[NH:17][C:18](=[O:30])[C:19](=[O:29])[CH:20]([C:22]3[CH:27]=[CH:26][C:25]([CH3:28])=[CH:24][CH:23]=3)[S:21][C:15]=2[CH:14]=1.C(O)(=O)C>O1CCCC1>[OH:29][C@@H:19]1[C:18](=[O:30])[NH:17][C:16]2[CH:31]=[CH:32][C:13]([CH3:12])=[CH:14][C:15]=2[S:21][C@@H:20]1[C:22]1[CH:23]=[CH:24][C:25]([CH3:28])=[CH:26][CH:27]=1 |f:1.2|. Reported procedure: A mixture of D-tert-leucine (289 mg), sodium borohydride (76 mg) and tetrahydrofuran (15 ml) is refluxed under nitrogen atmosphere for three hours. The mixture is cooled to -10° C., and thereto is added a solution of 8-methyl-2-(4-methyl-phenyl)-1,5-benzothiazepine-3,4(2H,5H)-dione (297 mg) in tetrahydrofuran (3 ml). The mixture is stirred at -10° C. for 17 hours, and thereto is added acetic acid (600 mg). The mixture is evaporated under reduced pressure to remove the solvent. To the residue is ... The reactants are C(C)OC(=O)N1CCC2=C(CC1)C(=C(S2)CO)OC (2-Hydroxymethyl-3-methoxy-4,5,7,8-tetrahydro-thieno[2,3-d]azepine-6-carboxylic acid ethyl ester). Reagents/catalysts: [Pd] (Pd/C). The solvent is CCOC(=O)C (EtOAc). Reaction conditions: temperature 80 celsius, time 3 hour. Product: COC1=C(SC=2CCNCCC21)C (3-Methoxy-2-methyl-5,6,7,8-tetrahydro-4H-thieno[2,3-d]azepine). As a reaction SMILES: C(OC([N:6]1[CH2:12][CH2:11][C:10]2[C:13]([O:18][CH3:19])=[C:14]([CH2:16]O)[S:15][C:9]=2[CH2:8][CH2:7]1)=O)C>CCOC(C)=O.[Pd]>[CH3:19][O:18][C:13]1[C:10]2[CH2:11][CH2:12][NH:6][CH2:7][CH2:8][C:9]=2[S:15][C:14]=1[CH3:16]. Procedure: The product of step d) (70 mg, 0.25 mmol) was dissolved in 10 mL EtOAc and treated with 35 mg of 10% Pd/C (wet, Degussa type E101) and stirred rapidly under an atmosphere of H2 for 3 hour. The reaction was filtered and concentrated. The crude residue was dissolved in 1 mL EtOH and treated with 1 mL 40% aqueous KOH. After heating to 80° C. overnight, the reaction was diluted with water and the product was extracted 2× into DCM. The title compound was obtained upon purification by preparative HPLC... Starting materials: OC=1C=C2C=CN(C(C2=CC1)=O)C1=CC=C(C=C1)OC (6-hydroxy-2-(4-methoxyphenyl)isoquinolin-1(2H)-one), C([O-])(O)=O.[Na+] (sodium bicarbonate), BrN1C(CCC1=O)=O (N-Bromosuccinimide), C1CC(=O)N(C1=O)Br (NBS). Run in C(C)#N (Acetonitrile). Reaction conditions: time 2 hour. The product is BrC1=CN(C(C2=CC=C(C=C12)O)=O)C1=CC=C(C=C1)OC (4-bromo-6-hydroxy-2-(4-methoxyphenyl)isoquinolin-1(2H)-one). RXN SMILES: [OH:1][C:2]1[CH:3]=[C:4]2[C:9](=[CH:10][CH:11]=1)[C:8](=[O:12])[N:7]([C:13]1[CH:18]=[CH:17][C:16]([O:19][CH3:20])=[CH:15][CH:14]=1)[CH:6]=[CH:5]2.[Br:21]N1C(=O)CCC1=O.C(=O)(O)[O-].[Na+]>C(#N)C>[Br:21][C:5]1[C:4]2[C:9](=[CH:10][CH:11]=[C:2]([OH:1])[CH:3]=2)[C:8](=[O:12])[N:7]([C:13]2[CH:18]=[CH:17][C:16]([O:19][CH3:20])=[CH:15][CH:14]=2)[CH:6]=1 |f:2.3|. Procedure details: 6-Methoxyisoquinoline-1-ol was prepared as described above, followed by deprotection of the methoxy group using chlorobenzene and boron tribromide (6 equivalents, neat) added dropwise under argon atmosphere at room temperature, to obtain isoquinoline-1,6-diol (14v). Compound 14v (11.5 mmol) reacted with 4-iodoanisole (4.01 g, 17.13 mmol), copper (I) iodide (0.44 g, 2.28 mmol). L-proline (0.53 g, 4.57 mmol) and anhydrous potassium carbonate (3.16 g, 22.84 mmol) were placed in a dry 250 mL three-n... Product: O=[N+]([O-])c1ccc(CNS(=O)(=O)Cl)cc1. Starting materials: CC#N, Cl, NCc1ccc([N+](=O)[O-])cc1, O=S(=O)(Cl)Cl. Reaction SMILES: [CH3:18][C:19]#[N:20].[ClH:1].[N+:2](=[O:3])([O-:4])[c:5]1[cH:6][cH:7][c:8]([CH2:9][NH2:10])[cH:11][cH:12]1.[S:13](=[O:14])(=[O:15])([Cl:16])[Cl:17]>>[N+:2](=[O:3])([O-:4])[c:5]1[cH:6][cH:7][c:8]([CH2:9][NH:10][S:13](=[O:14])(=[O:15])[Cl:16])[cH:11][cH:12]1. Reactants: CC1=NN=C(S1)NS(=O)(=O)C1=CC=C(C=C1)NC(C)=O (N-(4-(N-(5-Methyl-1,3,4-thiadiazol-2-yl)sulfamoyl)phenyl)acetamide), C(=O)([O-])[O-].[Na+].[Na+] (Na2CO3). Solvent: Cl (HCl). Product: NC1=CC=C(C=C1)S(=O)(=O)NC=1SC(=NN1)C (4-Amino-N-(5-methyl-1,3,4-thiadiazol-2-yl)benzenesulfonamide). Isolated yield 72.5%. As a reaction SMILES: [CH3:1][C:2]1[S:6][C:5]([NH:7][S:8]([C:11]2[CH:16]=[CH:15][C:14]([NH:17]C(=O)C)=[CH:13][CH:12]=2)(=[O:10])=[O:9])=[N:4][N:3]=1.C([O-])([O-])=O.[Na+].[Na+]>Cl>[NH2:17][C:14]1[CH:15]=[CH:16][C:11]([S:8]([NH:7][C:5]2[S:6][C:2]([CH3:1])=[N:3][N:4]=2)(=[O:10])=[O:9])=[CH:12][CH:13]=1 |f:1.2.3|. Procedure details: Compound 106 (250 mg, 0.8 mmol) was suspended in 3 N HCl (4 mL) and the suspension heated to reflux for 30 min. Following neutralization with saturated aqueous Na2CO3 solution, the precipitated product was collected by filtration, washed with water (3×20 mL), and dried under vacuum. The residue was crystallized from MeOH to give the product (155 mg, 0.58 mmol, 72%) as a solid, mp 207-208° C. (lit mp 208)1; 1H NMR (500 MHz, DMSO) δ 2.47 (3, s), 5.89 (2, s), 6.58 (2, d, J=8.5 Hz), 7.40 (2, d, J=8.... Reactants: CS(=O)(=O)Cl, COc1ccc(N)cc1C1OCCO1, [Na+], O=C([O-])O, O, c1ccncc1. The product is COc1ccc(NS(C)(=O)=O)cc1C1OCCO1. RXN SMILES: [CH3:15][S:16]([Cl:17])(=[O:18])=[O:19].[NH2:1][c:2]1[cH:3][cH:4][c:5]([O:13][CH3:14])[c:6]([CH:8]2[O:9][CH2:10][CH2:11][O:12]2)[cH:7]1.[Na+:25].[O-:21][C:22]([OH:23])=[O:24].[OH2:20].[cH:26]1[cH:27][cH:28][n:29][cH:30][cH:31]1>>[NH:1]([c:2]1[cH:3][cH:4][c:5]([O:13][CH3:14])[c:6]([CH:8]2[O:9][CH2:10][CH2:11][O:12]2)[cH:7]1)[S:16]([CH3:15])(=[O:18])=[O:19].